From a dataset of the Open Reaction Database (ORD), a public repository of structured organic reaction records. describe an organic reaction: reactants, conditions, products, and yield The reactants are CS(C)=O, C[S+](C)(C)=O, O=C(c1ccc(F)cc1)c1ccc(F)cc1, [H-], [I-], [Na+]. Yields the product Fc1ccc(C2(c3ccc(F)cc3)CO2)cc1. As a reaction SMILES: [CH3:25][S:26](=[O:27])[CH3:28].[CH3:4][S+:5]([CH3:6])([CH3:7])=[O:8].[F:9][c:10]1[cH:11][cH:12][c:13]([C:14](=[O:15])[c:16]2[cH:17][cH:18][c:19]([F:22])[cH:20][cH:21]2)[cH:23][cH:24]1.[H-:1].[I-:3].[Na+:2]>>[CH2:4]1[C:14]([c:13]2[cH:12][cH:11][c:10]([F:9])[cH:24][cH:23]2)([c:16]2[cH:17][cH:18][c:19]([F:22])[cH:20][cH:21]2)[O:15]1. Reactants: FC=1C=CC(=C(C1)B(O)O)OC (5-Fluoro-2-methoxyphenylboronic acid), BrC1=C(C=CC(=C1)OC)OC (1-bromo-2,5-dimethoxybenzene), [Li]CCCC (n-BuLi), COB(OC)OC (trimethylborate). Product: COC1=C(C=C(C=C1)OC)B(O)O (2,5-dimethoxyphenylboronic acid). The yield is 99.0%. RXN SMILES: F[C:2]1[CH:3]=[CH:4][C:5]([O:11][CH3:12])=[C:6]([B:8]([OH:10])[OH:9])[CH:7]=1.BrC1C=[C:18]([O:20]C)C=CC=1OC.[Li]CCCC.COB(OC)OC>>[CH3:12][O:11][C:5]1[CH:4]=[CH:3][C:2]([O:20][CH3:18])=[CH:7][C:6]=1[B:8]([OH:10])[OH:9]. Procedure details: This compound was prepared in a manner similar to that of 5-Fluoro-2-methoxyphenylboronic acid (EXAMPLE 107) from 1-bromo-2,5-dimethoxybenzene (2.00 mL, 13.3 mmol), n-BuLi (2.5 M in hexanes; 5.34 mL, 13.3 mmol), and trimethylborate (4.5 mL, 40 mmol) to afford 2.43 g (99%) of 2,5-dimethoxyphenylboronic acid which was used without further purification. Starting materials: C(C)(=O)Cl (Acetyl chloride), N1=CC=CC=C1 (pyridine), OC1=CC=C(CCBr)C=C1 (4-hydroxyphenethyl bromide). The solvent is C(Cl)Cl (CH2Cl2), O (water). Run at time 2 hour. Product: C(C)(=O)OC1=CC=C(C=C1)CCBr (4-(2-bromoethyl)phenyl acetate). As a reaction SMILES: [C:1](Cl)(=[O:3])[CH3:2].N1C=CC=CC=1.[OH:11][C:12]1[CH:20]=[CH:19][C:15]([CH2:16][CH2:17][Br:18])=[CH:14][CH:13]=1>C(Cl)Cl.O>[C:1]([O:11][C:12]1[CH:20]=[CH:19][C:15]([CH2:16][CH2:17][Br:18])=[CH:14][CH:13]=1)(=[O:3])[CH3:2]. Procedure details: Acetyl chloride (2.01 g, 1.82 mL. 25.6 mmol) was added to a stirred solution of pyridine (2.02 g, 2.07 mL, 25.6 mmol) and 4-hydroxyphenethyl bromide (856.5 mg, 4.26 mmol) in dry CH2Cl2 (17 mL) and the reaction was stirred at room temperature for 2 h. The reaction mixture was diluted with water (20 mL) and extracted with CH2Cl2 (2×40 mL). The combined extracts were dried (MgSO4) and concentrated in vacuo to afford 4-(2-bromoethyl)phenyl acetate. 1H NMR (500 MHz, CHCl3): δ 7.22 (d, J=8.3 Hz, 2 H);... Reactants: NC1=NC(=NC(=C1)C)CCCC (4-Amino-2-n-butyl-6-methylpyrimidine), BrCC1=CC=C(C=C1)C1=C(C=CC=C1)C(=O)OC(C)(C)C (4-bromomethyl-2'-t-butoxycarbonylbiphenyl), [OH-].[Na+] (sodium hydroxide), FC(C(=O)O)(F)F (trifluoroacetic acid), [NH+]1=CN=CC=C1 (pyrimidinium). Solvent: CN(C)C=O (DMF), CO (methanol). Product: C(CCC)C1N(C(=CC(N1)=O)C)CC1=CC=C(C=C1)C1=C(C=CC=C1)C(=O)O (2-n-Butyl-1-(2'-carboxybiphen-4-yl)methyl-6-methylpyrimidin-4(3H)-one). As a reaction SMILES: N[C:2]1[CH:7]=[C:6]([CH3:8])[N:5]=[C:4]([CH2:9][CH2:10][CH2:11][CH3:12])[N:3]=1.Br[CH2:14][C:15]1[CH:20]=[CH:19][C:18]([C:21]2[CH:26]=[CH:25][CH:24]=[CH:23][C:22]=2[C:27]([O:29]C(C)(C)C)=[O:28])=[CH:17][CH:16]=1.[NH+]1C=CC=NC=1.[OH-].[Na+].FC(F)(F)C(O)=[O:45]>CN(C=O)C.CO>[CH2:9]([CH:4]1[NH:3][C:2](=[O:45])[CH:7]=[C:6]([CH3:8])[N:5]1[CH2:14][C:15]1[CH:20]=[CH:19][C:18]([C:21]2[CH:26]=[CH:25][CH:24]=[CH:23][C:22]=2[C:27]([OH:29])=[O:28])=[CH:17][CH:16]=1)[CH2:10][CH2:11][CH3:12] |f:3.4|. Procedure: Heating 4-amino-2-n-butyl-6-methylpyrimidine (from Example 27) with 4-bromomethyl-2'-t-butoxycarbonylbiphenyl in an appropriate solvent such as methanol or DMF, followed by treatment of the intermediate pyrimidinium species with aqueous base such as 0.1N sodium hydroxide as described by Brown, Hoerger, and Mason (J. Chem. Soc., 1955, 4035), followed by treatment with neat trifluoroacetic acid to achieve final deprotection of the carboxyl group, provides the title compound. Starting materials: BrB(Br)Br, ClCCl, COc1ccc(-n2c(=O)cc(C(F)(F)F)n(N)c2=O)cc1. The product is Nn1c(C(F)(F)F)cc(=O)n(-c2ccc(O)cc2)c1=O. Reaction SMILES: [B:22]([Br:23])([Br:24])[Br:25].[CH2:26]([Cl:27])[Cl:28].[NH2:1][n:2]1[c:3](=[O:21])[n:4](-[c:13]2[cH:14][cH:15][c:16]([O:19][CH3:20])[cH:17][cH:18]2)[c:5](=[O:12])[cH:6][c:7]1[C:8]([F:9])([F:10])[F:11]>>[NH2:1][n:2]1[c:3](=[O:21])[n:4](-[c:13]2[cH:14][cH:15][c:16]([OH:19])[cH:17][cH:18]2)[c:5](=[O:12])[cH:6][c:7]1[C:8]([F:9])([F:10])[F:11]. The reactants are C(C)OC(C(C)(C)OC1=C(C=C(C=C1)OCC=1C(=NC(=NC1COC)C1=CC=C(C=C1)C(F)(F)F)C1CC1)C)=O (2-{4-[4-cyclopropyl-6-methoxymethyl-2-(4-trifluoromethyl-phenyl)-pyrimidin-5-ylmethoxy]-2-methyl-phenoxy}-2-methyl-propionic acid ethyl ester), [Li+].[OH-] (LiOH). The solvent is O1CCCC1 (tetrahydrofurane), CCOCC (ether). Yields the product C1(CC1)C1=NC(=NC(=C1COC1=CC(=C(OC(C(=O)O)(C)C)C=C1)C)COC)C1=CC=C(C=C1)C(F)(F)F (2-{4-[4-cyclopropyl-6-methoxymethyl-2-(4-trifluoromethyl-phenyl)-pyrimidin-5-ylmethoxy]-2-methyl-phenoxy}-2-methyl-propionic acid). Isolated yield 80.3%. As a reaction SMILES: C([O:3][C:4](=[O:40])[C:5]([O:8][C:9]1[CH:14]=[CH:13][C:12]([O:15][CH2:16][C:17]2[C:18]([CH:36]3[CH2:38][CH2:37]3)=[N:19][C:20]([C:26]3[CH:31]=[CH:30][C:29]([C:32]([F:35])([F:34])[F:33])=[CH:28][CH:27]=3)=[N:21][C:22]=2[CH2:23][O:24][CH3:25])=[CH:11][C:10]=1[CH3:39])([CH3:7])[CH3:6])C.[Li+].[OH-]>O1CCCC1.CCOCC>[CH:36]1([C:18]2[C:17]([CH2:16][O:15][C:12]3[CH:13]=[CH:14][C:9]([O:8][C:5]([CH3:6])([CH3:7])[C:4]([OH:40])=[O:3])=[C:10]([CH3:39])[CH:11]=3)=[C:22]([CH2:23][O:24][CH3:25])[N:21]=[C:20]([C:26]3[CH:31]=[CH:30][C:29]([C:32]([F:34])([F:35])[F:33])=[CH:28][CH:27]=3)[N:19]=2)[CH2:38][CH2:37]1 |f:1.2|. Procedure: A solution of 215 mg (0.385 mmol) 2-{4-[4-cyclopropyl-6-methoxymethyl-2-(4-trifluoromethyl-phenyl)-pyrimidin-5-ylmethoxy]-2-methyl-phenoxy}-2-methyl-propionic acid ethyl ester and 1.1 ml 1N LiOH-solution in 2.5 ml tetrahydrofurane was stirred for 2 h at RT. The reaction mixture was taken up in ether and washed with 1N HCl and water. The crude residue was suspended in AcOEt/heptane 1:19. The resulting amorphous crystals were filtered off to provide 164 mg of pure 2-{4-[4-cyclopropyl-6-methoxymeth... The reactants are COC1=C(C=C(C=C1)[N+](=O)[O-])O (2-methoxy-5-nitrophenol), ICC (iodoethane), C([O-])([O-])=O.[K+].[K+] (potassium carbonate). Yields the product C(C)OC1=C(C=CC(=C1)[N+](=O)[O-])OC (2-Ethoxy-1-methoxy-4-nitrobenzene). Run in CC(=O)C (acetone). Yield: 94.0%. Procedure: A mixture of 2-methoxy-5-nitrophenol (5.3 g, 31.3 mmol), iodoethane (14.6 g, 93.9 mmol), and potassium carbonate (43.2 g, 310 mmol) in acetone (100 mL) was heated to reflux for 4 hours. The reaction mixture was cooled, and the solvent was evaporated in vacuo. The residue was dissolved in water (250 mL) and extracted with ethyl acetate (3×75 mL). The combined organic extracts were washed with water (3×75 mL) and dried (MgSO4), and the solvent was evaporated under vacuum, providing 5.8 g of the pr... RXN SMILES: [CH3:1][O:2][C:3]1[CH:8]=[CH:7][C:6]([N+:9]([O-:11])=[O:10])=[CH:5][C:4]=1[OH:12].I[CH2:14][CH3:15].C(=O)([O-])[O-].[K+].[K+]>CC(C)=O>[CH2:14]([O:12][C:4]1[CH:5]=[C:6]([N+:9]([O-:11])=[O:10])[CH:7]=[CH:8][C:3]=1[O:2][CH3:1])[CH3:15] |f:2.3.4|. Reactants: FC1=CC=C(C(=O)Cl)C=C1 (4-fluorobenzoyl chloride), C(O)([O-])=O.[Na+] (sodium hydrogen carbonate), NC1=C(C(=O)OC(C)(C)C)C=CC(=C1)\C=C\C1=CC(=CC=C1)OC (tert-butyl 2-amino-4-((E)-2-(3-methoxyphenyl)vinyl)benzoate), FC1=CC=C(C(=O)Cl)C=C1 (4-fluorobenzoyl chloride). Run in C(C)N(CC)CC (triethylamine), C(Cl)Cl (methylene chloride), C(C)N(CC)CC (triethylamine). Reaction conditions: time 1 hour. Product: FC1=CC=C(C(=O)NC2=C(C(=O)OC(C)(C)C)C=CC(=C2)\C=C\C2=CC(=CC=C2)OC)C=C1 (tert-butyl 2-(4-fluorobenzamido)-4-((E)-2-(3-methoxyphenyl)vinyl)benzoate). RXN SMILES: [F:1][C:2]1[CH:10]=[CH:9][C:5]([C:6](Cl)=[O:7])=[CH:4][CH:3]=1.[NH2:11][C:12]1[CH:24]=[C:23](/[CH:25]=[CH:26]/[C:27]2[CH:32]=[CH:31][CH:30]=[C:29]([O:33][CH3:34])[CH:28]=2)[CH:22]=[CH:21][C:13]=1[C:14]([O:16][C:17]([CH3:20])([CH3:19])[CH3:18])=[O:15].C(=O)([O-])O.[Na+]>C(N(CC)CC)C.C(Cl)Cl>[F:1][C:2]1[CH:10]=[CH:9][C:5]([C:6]([NH:11][C:12]2[CH:24]=[C:23](/[CH:25]=[CH:26]/[C:27]3[CH:32]=[CH:31][CH:30]=[C:29]([O:33][CH3:34])[CH:28]=3)[CH:22]=[CH:21][C:13]=2[C:14]([O:16][C:17]([CH3:20])([CH3:19])[CH3:18])=[O:15])=[O:7])=[CH:4][CH:3]=1 |f:2.3|. Procedure details: 0.056 mL of triethylamine and 0.036 mL of 4-fluorobenzoyl chloride were added to 3.5 mL of methylene chloride solution containing 60 mg of tert-butyl 2-amino-4-((E)-2-(3-methoxyphenyl)vinyl)benzoate at room temperature sequentially and stirred at the same temperature for 1 hour. 0.014 mL of triethylamine and 0.012 mL of 4-fluorobenzoyl chloride were added to the reaction mixture at room temperature sequentially and stirred at the same temperature for 1 hour. A saturated sodium hydrogen carbonate...